This data is from the Open Reaction Database (ORD), a public repository of structured organic reaction records. The task is: describe an organic reaction: reactants, conditions, products, and yield Starting materials: CO, Cc1cc(C)c(N)c([N+](=O)[O-])c1. Product: Cc1cc(C)c(N)c(N)c1. As a reaction SMILES: [CH3:13][OH:14].[CH3:1][c:2]1[cH:3][c:4]([N+:10]([O-:11])=[O:12])[c:5]([NH2:6])[c:7]([CH3:9])[cH:8]1>>[CH3:1][c:2]1[cH:3][c:4]([NH2:10])[c:5]([NH2:6])[c:7]([CH3:9])[cH:8]1. Starting materials: solution, sodium dihydro-bis-(2-methoxyethoxy)aluminate, [N+](=O)([O-])C1=CC=C(O1)C1=NN(C=C1C(=O)O)C1=CC=CC=C1 (3-(5-nitro-2-furyl)-1-phenylpyrazole-4-carboxylic acid). Solvent: O1CCOCC1 (dioxane). The product is OCC=1C(=NN(C1)C1=CC=CC=C1)C=1OC(=CC1)[N+](=O)[O-] (4-hydroxymethyl-3-(5-nitro-2-furyl)-1-phenylpyrazole). As a reaction SMILES: [N+:1]([C:4]1[O:8][C:7]([C:9]2[C:13]([C:14](O)=[O:15])=[CH:12][N:11]([C:17]3[CH:22]=[CH:21][CH:20]=[CH:19][CH:18]=3)[N:10]=2)=[CH:6][CH:5]=1)([O-:3])=[O:2]>O1CCOCC1>[OH:15][CH2:14][C:13]1[C:9]([C:7]2[O:8][C:4]([N+:1]([O-:3])=[O:2])=[CH:5][CH:6]=2)=[N:10][N:11]([C:17]2[CH:18]=[CH:19][CH:20]=[CH:21][CH:22]=2)[CH:12]=1. Procedure details: To obtain the starting material, stir 1.2 ml of a 70% solution of sodium dihydro-bis-(2-methoxyethoxy)aluminate together with 0.6 g of 3-(5-nitro-2-furyl)-1-phenylpyrazole-4-carboxylic acid and 15 ml of dioxane at 70° C for 1.5 hours. Then add thereto 0.16 ml of 15% caustic soda and 0.5 ml of water at room temperature before filtering the thus-prepared product while warm. Extract the filtered precipitate with dioxane, concentrate the combined dioxane solutions and crystallize from ethanol to obt... The reactants are C(C)OC(C[C@@H]1OC(O[C@@H](C1)C=CC=1C(=NN(C1C1=CC=C(C=C1)F)C1=NC=CC=C1)C(C)C)(C)C)=O (cis-(±)-ethyl-6-[2[5-(4-fluorophenyl)-3-(1-methylethyl)-1-(2-pyridinyl)-1H- pyrazol-4-yl]ethenyl]-2,2-dimethyl-1,3-dioxane-4-acetate), [H][H] (hydrogen). Reagents/catalysts: [Pd] (Pd/C). The solvent is C(C)(=O)OCC (ethyl acetate). Reaction conditions: time 4 day. The product is FC1=CC=C(C=C1)C1=C(C(=NN1C1=NC=CC=C1)C(C)C)C=CC(CC(CC(=O)O)O)O (7-[5-(4-Fluorophenyl)-3-(1-methylethyl)-1-(2-pyridinyl)-1H-pyrazol-4-yl]-3,5-dihydroxy-6-heptenoic acid). Reaction SMILES: C([O:3][C:4](=[O:37])[CH2:5][C@H:6]1[CH2:11][C@@H:10]([CH:12]=[CH:13][C:14]2[C:15]([CH:32]([CH3:34])[CH3:33])=[N:16][N:17]([C:26]3[CH:31]=[CH:30][CH:29]=[CH:28][N:27]=3)[C:18]=2[C:19]2[CH:24]=[CH:23][C:22]([F:25])=[CH:21][CH:20]=2)[O:9]C(C)(C)[O:7]1)C.[H][H]>C(OCC)(=O)C.[Pd]>[F:25][C:22]1[CH:23]=[CH:24][C:19]([C:18]2[N:17]([C:26]3[CH:31]=[CH:30][CH:29]=[CH:28][N:27]=3)[N:16]=[C:15]([CH:32]([CH3:34])[CH3:33])[C:14]=2[CH:13]=[CH:12][CH:10]([OH:9])[CH2:11][CH:6]([OH:7])[CH2:5][C:4]([OH:37])=[O:3])=[CH:20][CH:21]=1. Procedure details: A solution of 1.44 g (2.84 mmol) of cis-(±)-ethyl-6-[2[5-(4-fluorophenyl)-3-(1-methylethyl)-1-(2-pyridinyl)-1H- pyrazol-4-yl]ethenyl]-2,2-dimethyl-1,3-dioxane-4-acetate in 15 ml of ethyl acetate was catalytically reduced under one atmosphere of hydrogen gas in the presence of 20% Pd/C. at 25° C. for four days. The reactants are C1(=CC=CC=C1)CCCOCC(CN=[N+]=[N-])O (3-(3-phenylpropoxy)-2-hydroxypropylazide), [H-].[Al+3].[Li+].[H-].[H-].[H-] (lithium aluminum hydride). Run in O1CCCC1 (tetrahydrofuran). The product is C1(=CC=CC=C1)CCCOCC(CN)O (3-(3-phenylpropoxy)-2-hydroxypropylamine). The yield is 103.8%. RXN SMILES: [C:1]1([CH2:7][CH2:8][CH2:9][O:10][CH2:11][CH:12]([OH:17])[CH2:13][N:14]=[N+]=[N-])[CH:6]=[CH:5][CH:4]=[CH:3][CH:2]=1.[H-].[Al+3].[Li+].[H-].[H-].[H-]>O1CCCC1>[C:1]1([CH2:7][CH2:8][CH2:9][O:10][CH2:11][CH:12]([OH:17])[CH2:13][NH2:14])[CH:6]=[CH:5][CH:4]=[CH:3][CH:2]=1 |f:1.2.3.4.5.6|. Reported procedure: A procedure similar to that described in Preparation 13 was repeated, except that 6.5 g of 3-(3-phenylpropoxy)-2-hydroxypropylazide (prepared as described in Preparation 53), 2.1 g of lithium aluminum hydride and 250 ml of anhydrous tetrahydrofuran were used, to give 6 g of the title compound as a pale yellow oil having an Rf value of 0.09 (on silica gel thin layer chromatography, using a 10:2:1 by volume mixture of ethyl acetate, ethanol and triethylamine as the developing solvent). The reactants are C=CCOc1c2c(c(CCC)c3oc(C(=O)O)cc(=O)c13)CCCC2, CCO. Product: CCCOc1c2c(c(CCC)c3oc(C(=O)O)cc(=O)c13)CCCC2. Reaction SMILES: [CH2:1]([CH:2]=[CH2:3])[O:4][c:5]1[c:6]2[c:11]([c:12]([CH2:23][CH2:24][CH3:25])[c:13]3[o:14][c:15]([C:20](=[O:21])[OH:22])[cH:16][c:17](=[O:19])[c:18]13)[CH2:10][CH2:9][CH2:8][CH2:7]2.[CH3:26][CH2:27][OH:28]>>[CH2:1]([CH2:2][CH3:3])[O:4][c:5]1[c:6]2[c:11]([c:12]([CH2:23][CH2:24][CH3:25])[c:13]3[o:14][c:15]([C:20](=[O:21])[OH:22])[cH:16][c:17](=[O:19])[c:18]13)[CH2:10][CH2:9][CH2:8][CH2:7]2.